Task: describe an organic reaction: reactants, conditions, products, and yield. Dataset: the Open Reaction Database (ORD), a public repository of structured organic reaction records The reactants are Cl.CC1=C(C=CC(=C1)C1=NC(=NO1)C1=CC=C(C=C1)C(C)N)C1=C(C=CC=C1)C(F)(F)F (1-(4-{5-[2-methyl-2′-(trifluoromethyl)biphenyl-4-yl]-1,2,4-oxadiazol-3-yl}phenyl)ethanamine, hydrochloride salt), BrCC(=O)OC(C)(C)C (tert-butyl bromoacetate). The product is CC1=C(C=CC(=C1)C1=NC(=NO1)C1=CC=C(C=C1)C(C)NCC(=O)OC(C)(C)C)C1=C(C=CC=C1)C(F)(F)F (Tert-butyl N-[1-(4-{5-[2-methyl-2′-(trifluoromethyl)biphenyl-4-yl]-1,2,4-oxadiazol-3-yl}phenyl)ethyl]glycinate), Cl.CC1=C(C=CC(=C1)C1=NC(=NO1)C1=CC=C(C=C1)C(C)NCC(=O)O)C1=C(C=CC=C1)C(F)(F)F (N-[1-(4-{5-[2-methyl-2′-(trifluoromethyl)biphenyl-4-yl]-1,2,4-oxadiazol-3-yl}phenyl)ethyl]glycine, hydrochloride salt). Reaction SMILES: [ClH:1].[CH3:2][C:3]1[CH:8]=[C:7]([C:9]2[O:13][N:12]=[C:11]([C:14]3[CH:19]=[CH:18][C:17]([CH:20]([NH2:22])[CH3:21])=[CH:16][CH:15]=3)[N:10]=2)[CH:6]=[CH:5][C:4]=1[C:23]1[CH:28]=[CH:27][CH:26]=[CH:25][C:24]=1[C:29]([F:32])([F:31])[F:30].Br[CH2:34][C:35]([O:37][C:38]([CH3:41])([CH3:40])[CH3:39])=[O:36]>>[CH3:2][C:3]1[CH:8]=[C:7]([C:9]2[O:13][N:12]=[C:11]([C:14]3[CH:15]=[CH:16][C:17]([CH:20]([NH:22][CH2:34][C:35]([O:37][C:38]([CH3:41])([CH3:40])[CH3:39])=[O:36])[CH3:21])=[CH:18][CH:19]=3)[N:10]=2)[CH:6]=[CH:5][C:4]=1[C:23]1[CH:28]=[CH:27][CH:26]=[CH:25][C:24]=1[C:29]([F:32])([F:31])[F:30].[ClH:1].[CH3:2][C:3]1[CH:8]=[C:7]([C:9]2[O:13][N:12]=[C:11]([C:14]3[CH:15]=[CH:16][C:17]([CH:20]([NH:22][CH2:34][C:35]([OH:37])=[O:36])[CH3:21])=[CH:18][CH:19]=3)[N:10]=2)[CH:6]=[CH:5][C:4]=1[C:23]1[CH:28]=[CH:27][CH:26]=[CH:25][C:24]=1[C:29]([F:32])([F:31])[F:30] |f:0.1,4.5|. Procedure details: Tert-butyl N-[1-(4-{5-[2-methyl-2′-(trifluoromethyl)biphenyl-4-yl]-1,2,4-oxadiazol-3-yl}phenyl)ethyl]glycinate was prepared following the general procedure 11 starting from 1-(4-{5-[2-methyl-2′-(trifluoromethyl)biphenyl-4-yl]-1,2,4-oxadiazol-3-yl}phenyl)ethanamine, hydrochloride salt and tert-butyl bromoacetate. It was hydrolyzed following general procedure 8, affording the title compound as a white powder. 1H NMR: (DMSO-d6, 300 MHz) δ 8.18 (m, 3H), 8.08 (m, 1H), 7.91 (d, J=7.90 Hz, 1H), 7.77 (m... Starting materials: [H-].[Na+] (sodium hydride), COC(=O)CP(=O)(OC)OC (trimethyl phosphonoacetate), [Si](C1=CC=CC=C1)(C1=CC=CC=C1)(C(C)(C)C)OC[C@H](CC)N1C([C@](C[C@@H]([C@H]1C1=CC=C(C=C1)Cl)C1=CC(=CC=C1)Cl)(C=O)C)=O ((3R,5R,6S)-1-((S)-1-(tert-Butyldiphenylsilyloxy)butan-2-yl)-5-(3-chlorophenyl)-6-(4-chlorophenyl)-3-methyl-2-oxopiperidine-3-carbaldehyde). Run in C1CCOC1 (THF), C1CCOC1 (THF). Conditions: time 2 hour. Product: [Si](C1=CC=CC=C1)(C1=CC=CC=C1)(C(C)(C)C)OC[C@H](CC)N1C([C@@](C[C@@H]([C@H]1C1=CC=C(C=C1)Cl)C1=CC(=CC=C1)Cl)(C)/C=C/C(=O)OC)=O ((E)-Methyl 3-((3R,5R,6S)-1-((S)-1-(tert-butyldiphenylsilyloxy)butan-2-yl)-5-(3-chlorophenyl)-6-(4-chlorophenyl)-3-methyl-2-oxopiperidin-3-yl)acrylate). As a reaction SMILES: [H-].[Na+].[CH3:3][O:4][C:5]([CH2:7]P(OC)(OC)=O)=[O:6].[Si:14]([O:31][CH2:32][C@@H:33]([N:36]1[C@H:41]([C:42]2[CH:47]=[CH:46][C:45]([Cl:48])=[CH:44][CH:43]=2)[C@@H:40]([C:49]2[CH:54]=[CH:53][CH:52]=[C:51]([Cl:55])[CH:50]=2)[CH2:39][C@:38]([CH3:58])([CH:56]=O)[C:37]1=[O:59])[CH2:34][CH3:35])([C:27]([CH3:30])([CH3:29])[CH3:28])([C:21]1[CH:26]=[CH:25][CH:24]=[CH:23][CH:22]=1)[C:15]1[CH:20]=[CH:19][CH:18]=[CH:17][CH:16]=1>C1COCC1>[Si:14]([O:31][CH2:32][C@@H:33]([N:36]1[C@H:41]([C:42]2[CH:43]=[CH:44][C:45]([Cl:48])=[CH:46][CH:47]=2)[C@@H:40]([C:49]2[CH:54]=[CH:53][CH:52]=[C:51]([Cl:55])[CH:50]=2)[CH2:39][C@@:38](/[CH:58]=[CH:7]/[C:5]([O:4][CH3:3])=[O:6])([CH3:56])[C:37]1=[O:59])[CH2:34][CH3:35])([C:27]([CH3:30])([CH3:29])[CH3:28])([C:15]1[CH:20]=[CH:19][CH:18]=[CH:17][CH:16]=1)[C:21]1[CH:26]=[CH:25][CH:24]=[CH:23][CH:22]=1 |f:0.1|. Procedure: To a stirred solution of THF (4 mL) and sodium hydride (16 mg, 0.40 mmol, 60% dispersion in oil) under a nitrogen atmosphere at 0° C. was added trimethyl phosphonoacetate (61 μL, 0.43 mmol) dropwise over 30 seconds. The mixture was allowed to warm to rt for 30 minutes. A solution of (3R,5R,6S)-1-((S)-1-(tert-butyldiphenylsilyloxy)butan-2-yl)-5-(3-chlorophenyl)-6-(4-chlorophenyl)-3-methyl-2-oxopiperidine-3-carbaldehyde (205 mg, 0.305 mmol; Example 248, Step C) in THF (3 mL) was added. The resulti... The reactants are COC(=O)C=1C=C(C(=CC1)C(Br)Br)C1=CC(=CC=C1)C(F)(F)F (6-Dibromomethyl-3′-trifluoromethyl-biphenyl-3-carboxylic acid methyl ester), O (water). The reagents and catalysts are [N+](=O)([O-])[O-].[Ag+] (Silver nitrate). The solvent is C(C)#N (acetonitrile), C(C)#N (acetonitrile). Run at time 1 hour. Yields the product COC(=O)C=1C=C(C(=CC1)C=O)C1=CC(=CC=C1)C(F)(F)F (6-Formyl-3′-trifluoromethyl-biphenyl-3-carboxylic acid methyl ester). Reaction SMILES: [CH3:1][O:2][C:3]([C:5]1[CH:6]=[C:7]([C:14]2[CH:19]=[CH:18][CH:17]=[C:16]([C:20]([F:23])([F:22])[F:21])[CH:15]=2)[C:8]([CH:11](Br)Br)=[CH:9][CH:10]=1)=[O:4].[OH2:24]>C(#N)C.[N+]([O-])([O-])=O.[Ag+]>[CH3:1][O:2][C:3]([C:5]1[CH:6]=[C:7]([C:14]2[CH:19]=[CH:18][CH:17]=[C:16]([C:20]([F:23])([F:22])[F:21])[CH:15]=2)[C:8]([CH:11]=[O:24])=[CH:9][CH:10]=1)=[O:4] |f:3.4|. Procedure: The compound of step 2 (2.1 g, 4.65 mmol) was dissolved in acetonitrile (25 ml). Silver nitrate (1.97 g, 11.6 mmol) was dissolved in water (3 ml) and this solution was added to the acetonitrile solution. This mixture was stirred for 1 h in reflux. Acetonitrile was evaporated in vacuo, the remainder was partitioned between ethyl acetate and water, the combined organic extracts were dried over sodium chloride, filtered over a small plug of silica and evaporated to dryness. A crystalline crop was y... The reactants are C(#N)C=1C=C(C=NC1)B(O)O (5-Cyano-3-pyridinylboronic acid), C([O-])([O-])=O.[Na+].[Na+] (sodium carbonate), C(C)(C)(C)OC(=O)N(C(=O)OC(C)(C)C)C=1SC[C@H]2[C@@](N1)(CCC2)C2=C(C=CC(=C2)Br)F ((±)-N,N-bis(tert-butoxycarbonyl) [(4aR*,7aS*)-7a-(5-bromo-2-fluorophenyl)-4,4a,5,6,7,7a-hexahydrocyclopenta[d][1,3]thiazin-2-yl]amine), O (water). The reagents and catalysts are C=1C=CC(=CC1)[P](C=2C=CC=CC2)(C=3C=CC=CC3)[Pd]([P](C=4C=CC=CC4)(C=5C=CC=CC5)C=6C=CC=CC6)([P](C=7C=CC=CC7)(C=8C=CC=CC8)C=9C=CC=CC9)[P](C=1C=CC=CC1)(C=1C=CC=CC1)C=1C=CC=CC1 (tetrakis(triphenylphosphine)palladium). Solvent: CN(C)C=O (DMF). Run at temperature 80 celsius, time 2 hour. Product: NC=1SC[C@H]2[C@@](N1)(CCC2)C=2C=C(C=CC2F)C=2C=NC=C(C#N)C2 ((±)-5-[3-((4aR*,7aS*)-2-amino-4a,5,6,7-tetrahydro-4H-cyclopenta[d][1,3]thiazin-7a-yl)-4-fluorophenyl]nicotinonitrile). RXN SMILES: [C:1]([C:3]1[CH:4]=[C:5](B(O)O)[CH:6]=[N:7][CH:8]=1)#[N:2].C(=O)([O-])[O-].[Na+].[Na+].C(OC([N:25]([C:33]1[S:34][CH2:35][C@@H:36]2[CH2:41][CH2:40][CH2:39][C@:37]2([C:42]2[CH:47]=[C:46](Br)[CH:45]=[CH:44][C:43]=2[F:49])[N:38]=1)C(OC(C)(C)C)=O)=O)(C)(C)C.O>CN(C=O)C.C1C=CC([P]([Pd]([P](C2C=CC=CC=2)(C2C=CC=CC=2)C2C=CC=CC=2)([P](C2C=CC=CC=2)(C2C=CC=CC=2)C2C=CC=CC=2)[P](C2C=CC=CC=2)(C2C=CC=CC=2)C2C=CC=CC=2)(C2C=CC=CC=2)C2C=CC=CC=2)=CC=1>[NH2:25][C:33]1[S:34][CH2:35][C@@H:36]2[CH2:41][CH2:40][CH2:39][C@:37]2([C:42]2[CH:47]=[C:46]([C:5]3[CH:6]=[N:7][CH:8]=[C:3]([CH:4]=3)[C:1]#[N:2])[CH:45]=[CH:44][C:43]=2[F:49])[N:38]=1 |f:1.2.3,^1:59,61,80,99|. Reported procedure: 5-Cyano-3-pyridinylboronic acid (37.9 mg), tetrakis(triphenylphosphine)palladium and a 1 N sodium carbonate solution (256 μL) were added to a solution of (±)-N,N-bis(tert-butoxycarbonyl) [(4aR*,7aS*)-7a-(5-bromo-2-fluorophenyl)-4,4a,5,6,7,7a-hexahydrocyclopenta[d][1,3]thiazin-2-yl]amine (70.0 mg) in DMF (5 mL). After replacement with nitrogen, the mixture was stirred at 80° C. for two hours. After cooling to room temperature, water was added to the reaction mixture. The aqueous layer was extract... Product: C1(=CC=CC=C1)CC[C@@H]1CC[C@@H]2N(CCN(C2)C2=NC=C(C=N2)F)C1 ((7R,9aS)-7-(2-phenyl)ethyl-2-(5-fluoropyrimidin-2-yl)-2,3,4,6,7,8,9,9a-octahydro-1H-pyrido[1,2-a]pyrazine). Reactants: C1(=CC=CC=C1)\C=C/[C@H]1CC[C@@H]2N(CCN(C2)C2=NC=C(C=N2)F)C1 (Z-(7R,9aS)-7-(2-phenyl)ethenyl-2-(5-fluoropyrimidin-2-yl)-2,3,4,6,7,8,9,9a-octahydro-1H-pyrido[1,2-a]pyrazine), [H][H] (hydrogen). Reaction SMILES: [C:1]1(/[CH:7]=[CH:8]\[C@@H:9]2[CH2:25][N:13]3[CH2:14][CH2:15][N:16]([C:18]4[N:23]=[CH:22][C:21]([F:24])=[CH:20][N:19]=4)[CH2:17][C@@H:12]3[CH2:11][CH2:10]2)[CH:6]=[CH:5][CH:4]=[CH:3][CH:2]=1.[H][H]>[Pd].C(O)C>[C:1]1([CH2:7][CH2:8][C@H:9]2[CH2:25][N:13]3[CH2:14][CH2:15][N:16]([C:18]4[N:23]=[CH:22][C:21]([F:24])=[CH:20][N:19]=4)[CH2:17][C@@H:12]3[CH2:11][CH2:10]2)[CH:6]=[CH:5][CH:4]=[CH:3][CH:2]=1. Reported procedure: A mixture of 0.15 g (0.44 mmol) of Z-(7R,9aS)-7-(2-phenyl)ethenyl-2-(5-fluoropyrimidin-2-yl)-2,3,4,6,7,8,9,9a-octahydro-1H-pyrido[1,2-a]pyrazine, 0.015 g of 10% palladium on carbon and 25 mL of ethanol was shaken under 40 psig of hydrogen gas in a Parr apparatus for 6 h. The mixture was filtered through Celite, and the filtrate concentrated to give 0.124 g (83%) of (7R,9aS)-7-(2-phenyl)ethyl-2-(5-fluoropyrimidin-2-yl)-2,3,4,6,7,8,9,9a-octahydro-1H-pyrido[1,2-a]pyrazine. mp (.HCl) 250–252° C. HRM... Run in C(C)O (ethanol). The reagents and catalysts are [Pd] (palladium on carbon). Isolated yield 82.8%. Reactants: C(C)(=O)O[BH-](OC(C)=O)OC(C)=O.[Na+] (sodium triacetoxyborohydride), C([O-])([O-])=O.[Na+].[Na+] (sodium carbonate), C(C)(C)(C)OC(=O)NCCNC1CCC(CC1)CC(=O)OCC (ethyl 2-[4-[2-(tert-butoxycarbonylamino)ethylamino]cyclohexyl]acetate), C=O (formalin), C(C)(=O)O (acetic acid). The solvent is C(C)(=O)OCC (ethyl acetate), ClCCl (dichloromethane). Reaction conditions: time 19 hour. The product is C(C)(C)(C)OC(=O)NCCN(C1CCC(CC1)CC(=O)OCC)C (Ethyl 2-[4-[2-(tert-butoxycarbonylamino)ethyl-methyl-amino]cyclohexyl]acetate). RXN SMILES: [C:1]([O:5][C:6]([NH:8][CH2:9][CH2:10][NH:11][CH:12]1[CH2:17][CH2:16][CH:15]([CH2:18][C:19]([O:21][CH2:22][CH3:23])=[O:20])[CH2:14][CH2:13]1)=[O:7])([CH3:4])([CH3:3])[CH3:2].C=O.[C:26](O)(=O)C.C(O[BH-](OC(=O)C)OC(=O)C)(=O)C.[Na+].C(=O)([O-])[O-].[Na+].[Na+]>ClCCl.C(OCC)(=O)C>[C:1]([O:5][C:6]([NH:8][CH2:9][CH2:10][N:11]([CH3:26])[CH:12]1[CH2:17][CH2:16][CH:15]([CH2:18][C:19]([O:21][CH2:22][CH3:23])=[O:20])[CH2:14][CH2:13]1)=[O:7])([CH3:4])([CH3:3])[CH3:2] |f:3.4,5.6.7|. Reported procedure: To a solution of ethyl 2-[4-[2-(tert-butoxycarbonylamino)ethylamino]cyclohexyl]acetate (326 mg, 1 mmol) in dichloromethane (4 mL) was added formalin (97 μL, 1.2 mmol) followed by acetic acid (60 μL, 1 mmol) and sodium triacetoxyborohydride (255 mg, 1.2 mmol). The resulting cloudy solution was stirred for 19 hours. To the mixture was added sodium carbonate (2 mL, saturated aqueous solution). The mixture was diluted with ethyl acetate and separated. The organic extract was washed with brine, dried...